From a dataset of the Open Reaction Database (ORD), a public repository of structured organic reaction records. describe an organic reaction: reactants, conditions, products, and yield As a reaction SMILES: [C:11](=[O:12])([OH:13])[O-:14].[Cl:1][c:2]1[n:3][cH:4][c:5]2[c:6]([n:7]1)[cH:8][cH:9][nH:10]2.[I-:17].[I:18].[K+:16].[Na+:15].[OH2:19]>>[Cl:1][c:2]1[n:3][cH:4][c:5]2[c:6]([n:7]1)[c:8]([I:17])[cH:9][nH:10]2. Yields the product Clc1ncc2[nH]cc(I)c2n1. The reactants are O=C([O-])O, Clc1ncc2[nH]ccc2n1, [I-], I, [K+], [Na+], O. Reactants: C#C[C@H](CCCCC)O ((S)-1-octyn-3-ol), N1=CC=CC=C1 (pyridine), C(C)(=O)OC(C)=O (acetic anhydride). Solvent: ice. Conditions: temperature 55 celsius, time 1 hour. Product: C(C)(=O)O[C@H](C#C)CCCCC (3(S)-Acetyloxy-1-octyne). The yield is 79.7%. Reaction SMILES: [CH:1]#[C:2][C@@H:3]([OH:9])[CH2:4][CH2:5][CH2:6][CH2:7][CH3:8].N1C=CC=CC=1.[C:16](OC(=O)C)(=[O:18])[CH3:17]>>[C:16]([O:9][C@@H:3]([CH2:4][CH2:5][CH2:6][CH2:7][CH3:8])[C:2]#[CH:1])(=[O:18])[CH3:17]. Reported procedure: (S)-1-octyn-3-ol (100 g., 0.794 mole) is dissolved in pyridine (79 g., 1.0 mole) and acetic anhydride (81.6 g., 0.8 mole) is added dropwise with stirring during 1 hour. The temperature rises to 45° C. The solution is heated at 55° C. for 1 hour and then is cooled and poured into ice-cold 5% hydrochloric acid (200 ml.) providing a heterogeneous mixture which is extracted with ether. The organic extract is washed with water and saturated aqueous brine, dried over sodium sulfate, and filtered. Evap... The reactants are C(C)(=O)O[C@H]1[C@@H](O[C@@H]([C@H]1OC(C)=O)C)N1C(=O)NC(=O)C(=C1)F (1-(5-deoxy-2,3-di-O-acetyl-β-D-ribofuranosyl)-5-fluorouracil), C[O-].[Na+] (sodium methoxide), [Na] (sodium). Solvent: CO (methanol), CO (methanol). Reaction conditions: temperature 0 celsius. The product is FC=1C(NC(N([C@H]2[C@H](O)[C@H](O)[C@@H](C)O2)C1)=O)=O (5'-deoxy-5-fluorouridine). Isolated yield 106.1%. RXN SMILES: C([O:4][C@@H:5]1[C@H:9]([O:10]C(=O)C)[C@@H:8]([CH3:14])[O:7][C@H:6]1[N:15]1[CH:22]=[C:21]([F:23])[C:19](=[O:20])[NH:18][C:16]1=[O:17])(=O)C.C[O-].[Na+].[Na]>CO>[F:23][C:21]1[C:19](=[O:20])[NH:18][C:16](=[O:17])[N:15]([CH:22]=1)[C@@H:6]1[O:7][C@H:8]([CH3:14])[C@@H:9]([OH:10])[C@H:5]1[OH:4] |f:1.2,^1:26|. Procedure details: A solution of 860 g of 1-(5-deoxy-2,3-di-O-acetyl-β-D-ribofuranosyl)-5-fluorouracil in 16 liters of methanol was added to sodium methoxide freshly prepared from 42 g of sodium and 2000 ml of methanol. The methyl acetate resulting during the reaction was removed by repeated concentration of the mixture. The mixture was neutralised by the addition of 1000 ml of a strongly acidic cation exchange resin (H+ -form), freshly washed with methanol. After removing the ion exchange resin, the methanolic so... Reactants: C(CCCC)C1=CC=C(OC(=O)C2=CC=C(C=C2)OC(C2=C(C=C(C=C2)OCC2=CC=CC=C2)Cl)=O)C=C1 (4-benzyloxy-2-chloro-benzoic acid 4-(4-pentyl-phenoxycarbonyl)-phenyl ester), C1=CCCCC1 (cyclohexene). Reagents/catalysts: [OH-].[OH-].[Pd+2] (palladium hydroxide/carbon). Run in C(C)O (ethanol). Yields the product C(CCCC)C1=CC=C(OC(=O)C2=CC=C(C=C2)OC(C2=C(C=C(C=C2)O)Cl)=O)C=C1 (2-chloro-4-hydroxy-benzoic acid 4-(4-pentyl-phenoxycarbonyl)-phenyl ester). Isolated yield 80.0%. Reaction SMILES: [CH2:1]([C:6]1[CH:38]=[CH:37][C:9]([O:10][C:11]([C:13]2[CH:18]=[CH:17][C:16]([O:19][C:20](=[O:36])[C:21]3[CH:26]=[CH:25][C:24]([O:27]CC4C=CC=CC=4)=[CH:23][C:22]=3[Cl:35])=[CH:15][CH:14]=2)=[O:12])=[CH:8][CH:7]=1)[CH2:2][CH2:3][CH2:4][CH3:5].C1CCCCC=1>[OH-].[OH-].[Pd+2].C(O)C>[CH2:1]([C:6]1[CH:38]=[CH:37][C:9]([O:10][C:11]([C:13]2[CH:18]=[CH:17][C:16]([O:19][C:20](=[O:36])[C:21]3[CH:26]=[CH:25][C:24]([OH:27])=[CH:23][C:22]=3[Cl:35])=[CH:15][CH:14]=2)=[O:12])=[CH:8][CH:7]=1)[CH2:2][CH2:3][CH2:4][CH3:5] |f:2.3.4|. Procedure: To 25 mL of dehydrated ethanol, 2.5 g (4.7 mmol) of 4-benzyloxy-2-chloro-benzoic acid 4-(4-pentyl-phenoxycarbonyl)-phenyl ester, 20 mL of cyclohexene, and 0.13 g of palladium hydroxide/carbon were added. Then, the mixture was refluxed for 12 hours under argon. The resulting reaction mixture was filtered, and the filtered liquid was concentrated. The residue was recrystallized from hexane/ethyl acetate. As a result, 1.65 g of a white solid was obtained. Reactants: 9(iii), C1CCN2CCC(CC12)=O ((±)-1,2,3,5,6,7,8,8a-octahydroindolizine-7-one), C(C1=CC=CC=C1)N1CCC(CC1)=O (1-benzylpiperidine-4-one), BrC=1C(=C(N(C1)[Si](C(C)C)(C(C)C)C(C)C)C1=CC(=C(C=C1)F)F)C1=CC=NC=C1 (4-bromo-2-(3,4-difluorophenyl)-3-(pyridin-4-yl)-1-triisopropylsilyl-1H-pyrrole), BrC=1C(=C(N(C1)[Si](C(C)C)(C(C)C)C(C)C)C1=CC=C(C=C1)F)C1=CC=NC=C1 (4-bromo-2-(4-fluorophenyl)-3-(pyridin-4-yl)-1-triisopropylsilyl-1H-pyrrole). Product: FC=1C=C(C=CC1F)C=1NC=C(C1C1=CC=NC=C1)C1=CCN2CCCC2C1 ((±)-2-(3,4-Difluorophenyl)-4-(1,2,3,5,8,8a-hexahydroindolizin-7-yl)-3-(pyridin-4-yl)-1H-pyrrole). Reaction SMILES: Br[C:2]1[C:3]([C:25]2[CH:30]=[CH:29][N:28]=[CH:27][CH:26]=2)=[C:4]([C:17]2[CH:22]=[CH:21][C:20]([F:23])=[C:19]([F:24])[CH:18]=2)[N:5]([Si](C(C)C)(C(C)C)C(C)C)[CH:6]=1.Br[C:32]1[C:33](C2C=CN=CC=2)=[C:34]([C:47]2[CH:52]=[CH:51][C:50](F)=CC=2)[N:35]([Si](C(C)C)(C(C)C)C(C)C)[CH:36]=1.C1C2N(CCC(=O)C2)CC1.C(N1CCC(=O)CC1)C1C=CC=CC=1>>[F:24][C:19]1[CH:18]=[C:17]([C:4]2[NH:5][CH:6]=[C:2]([C:52]3[CH2:47][CH:34]4[N:35]([CH2:36][CH2:32][CH2:33]4)[CH2:50][CH:51]=3)[C:3]=2[C:25]2[CH:30]=[CH:29][N:28]=[CH:27][CH:26]=2)[CH:22]=[CH:21][C:20]=1[F:23]. Procedure details: In a similar manner to the procedures described in Examples 9(i) and 9(iii) above, coupling, dehydration and desilylation reactions were carried out using 4-bromo-2-(3,4-difluorophenyl)-3-(pyridin-4-yl)-1-triisopropylsilyl-1H-pyrrole (prepared as described in Preparative Example 5 below), instead of 4-bromo-2-(4-fluorophenyl)-3-(pyridin-4-yl)-1-triisopropylsilyl-1H-pyrrole, and (±)-1,2,3,5,6,7,8,8a-octahydroindolizine-7-one, instead of 1-benzylpiperidine-4-one, as starting materials to afford a ... Reactants: C=O (formaldehyde), C([O-])([O-])=O.[K+].[K+] (potassium carbonate), CC1([C@@H](N2[C@H](S1)[C@@H](C2=O)NC(=O)[C@@H](C=3C=CC=CC3)N)C(=O)O)C (ampicillin), COC1=C(OCC(=O)O)C=CC=C1 (2-methoxyphenoxyacetic acid), [OH-].[Na+] (sodium hydroxide), water ice, aqueous solution, aqueous solution, BrC1OC(=O)C2=CC=CC=C12 (3-bromophthalide). Run in CN(C=O)C (dimethylformamide), O (water). Reaction conditions: temperature 20 celsius, time 10 minute. Yields the product CC1([C@@H](N2[C@H](S1)[C@@H](C2=O)NC(=O)[C@@H](C=3C=CC=CC3)N)C(=O)OC4C=5C=CC=CC5C(=O)O4)C.COC1=C(OCC(=O)[O-])C=CC=C1 (talampicillin 2-methoxyphenoxyacetate). RXN SMILES: [CH3:1][C:2]1([CH3:24])[S:6][C@@H:5]2[C@H:7]([NH:10][C:11]([C@H:13]([NH2:20])[C:14]3[CH:15]=[CH:16][CH:17]=[CH:18][CH:19]=3)=[O:12])[C:8](=[O:9])[N:4]2[C@H:3]1[C:21]([OH:23])=[O:22].C=O.C(=O)([O-])[O-].[K+].[K+].Br[CH:34]1[C:43]2[C:38](=[CH:39][CH:40]=[CH:41][CH:42]=2)[C:36](=[O:37])[O:35]1.[CH3:44][O:45][C:46]1[CH:56]=[CH:55][CH:54]=[CH:53][C:47]=1[O:48][CH2:49][C:50]([OH:52])=[O:51].[OH-].[Na+]>CN(C)C=O.O>[CH3:1][C:2]1([CH3:24])[S:6][C@@H:5]2[C@H:7]([NH:10][C:11]([C@H:13]([NH2:20])[C:14]3[CH:19]=[CH:18][CH:17]=[CH:16][CH:15]=3)=[O:12])[C:8](=[O:9])[N:4]2[C@H:3]1[C:21]([O:23][CH:34]1[O:35][C:36](=[O:37])[C:38]2[CH:39]=[CH:40][CH:41]=[CH:42][C:43]1=2)=[O:22].[CH3:44][O:45][C:46]1[CH:56]=[CH:55][CH:54]=[CH:53][C:47]=1[O:48][CH2:49][C:50]([O-:52])=[O:51] |f:2.3.4,7.8,11.12|. Procedure details: To a suspension of 262 g of anhydrous ampicillin in 1850 ml of dimethylformamide, there is added, at a temperature of 5° C. and under stirring, 62 ml of an aqueous solution of a 40% aqueous solution of formaldehyde, and then, 54 g of anhydrous potassium carbonate. The mixture is stirred for 90 minutes at a temperature from 0° to 5° C., and then it is treated with 160 g of 3-bromophthalide. The reaction mixture is maintained under stirring at 10°-13° C. for further 4 hours, and then it is poured ... The reactants are C1COCCO1, C[Sn](C)(C)c1ccccn1, [Cl-], Nc1nc(=O)n(C2CC(O)C(CO)O2)cc1I. The product is Nc1nc(=O)n(C2CC(O)C(CO)O2)cc1-c1ccccn1. As a reaction SMILES: [CH2:29]1[O:30][CH2:31][CH2:32][O:33][CH2:34]1.[CH3:18][Sn:19]([c:20]1[n:21][cH:22][cH:23][cH:24][cH:25]1)([CH3:26])[CH3:27].[Cl-:28].[I:1][c:2]1[c:3]([NH2:17])[n:4][c:5](=[O:16])[n:6]([CH:7]2[CH2:8][CH:9]([OH:10])[CH:11]([CH2:12][OH:13])[O:14]2)[cH:15]1>>[c:2]1(-[c:20]2[n:21][cH:22][cH:23][cH:24][cH:25]2)[c:3]([NH2:17])[n:4][c:5](=[O:16])[n:6]([CH:7]2[CH2:8][CH:9]([OH:10])[CH:11]([CH2:12][OH:13])[O:14]2)[cH:15]1.